This data is from the Open Reaction Database (ORD), a public repository of structured organic reaction records. The task is: describe an organic reaction: reactants, conditions, products, and yield Starting materials: O=C1c2ccccc2C(=O)N1CCCBr, O=C([O-])O, CCOC(C)=O, [I-], [Na+], [Na+], CN(C)C=O. Product: O=C1NC(=O)c2ccccc21. Reaction SMILES: [Br:1][CH2:2][CH2:3][CH2:4][N:5]1[C:6](=[O:15])[c:7]2[c:8]([cH:11][cH:12][cH:13][cH:14]2)[C:9]1=[O:10].[C:16](=[O:17])([OH:18])[O-:19].[CH3:28][CH2:29][O:30][C:31](=[O:32])[CH3:33].[I-:22].[Na+:20].[Na+:21].[O:23]=[CH:24][N:25]([CH3:26])[CH3:27]>>[NH:5]1[C:6](=[O:15])[c:7]2[c:8]([cH:11][cH:12][cH:13][cH:14]2)[C:9]1=[O:10]. The product is C(C)(=O)NCC1=CC=CC(=N1)C=1N=C(SC1)NC(=S)NC (4-(6-acetylaminomethylpyridin-2-yl)-2-(3-methylthioureido)thiazole). Procedure: A mixture of 4-(6-acetylaminomethylpyridin-2-yl)2-aminothiazole (7.0 g) and methyl isothiocyanate (6.2 g) in ethanol (140 ml) was heated under reflux for 40 minutes and then the mixture was cooling to ambient temperature. To the mixture was added ethyl acetate (140 ml) and isolated precipitate was collected by filtration to give 4-(6-acetylaminomethylpyridin-2-yl)-2-(3-methylthioureido)thiazole (1.88 g). Starting materials: C(C)(=O)NCC1=CC=CC(=N1)C=1N=C(SC1)N (4-(6-acetylaminomethylpyridin-2-yl)2-aminothiazole), CN=C=S (methyl isothiocyanate), C(C)(=O)OCC (ethyl acetate). Yield: 20.7%. RXN SMILES: [C:1]([NH:4][CH2:5][C:6]1[N:11]=[C:10]([C:12]2[N:13]=[C:14]([NH2:17])[S:15][CH:16]=2)[CH:9]=[CH:8][CH:7]=1)(=[O:3])[CH3:2].[CH3:18][N:19]=[C:20]=[S:21].C(OCC)(=O)C>C(O)C>[C:1]([NH:4][CH2:5][C:6]1[N:11]=[C:10]([C:12]2[N:13]=[C:14]([NH:17][C:20]([NH:19][CH3:18])=[S:21])[S:15][CH:16]=2)[CH:9]=[CH:8][CH:7]=1)(=[O:3])[CH3:2]. Solvent: C(C)O (ethanol). Starting materials: C(CCC)C=1C(=NC(=NC1C)Cl)Cl (5-butyl-2,4-dichloro-6-methyl-pyrimidine), C1(=CC=CC=C1)B(O)O (phenylboronic acid), C(=O)([O-])[O-].[Na+].[Na+] (Na2CO3). The reagents and catalysts are C=1C=CC(=CC1)[P](C=2C=CC=CC2)(C=3C=CC=CC3)[Pd]([P](C=4C=CC=CC4)(C=5C=CC=CC5)C=6C=CC=CC6)([P](C=7C=CC=CC7)(C=8C=CC=CC8)C=9C=CC=CC9)[P](C=1C=CC=CC1)(C=1C=CC=CC1)C=1C=CC=CC1 (Pd(PPh3)4). Run in O (H2O), C1(=CC=CC=C1)C.C(C)O.O (toluene EtOH—H2O). Run at time 6 hour. Yields the product C(CCC)C=1C(=NC(=NC1C1=CC=CC=C1)Cl)C (5-butyl-2-chloro-4-methyl-6-phenyl-pyrimidine). Reaction SMILES: [CH2:1]([C:5]1[C:6](Cl)=[N:7][C:8]([Cl:12])=[N:9][C:10]=1[CH3:11])[CH2:2][CH2:3][CH3:4].[C:14]1(B(O)O)[CH:19]=[CH:18][CH:17]=[CH:16][CH:15]=1.C([O-])([O-])=O.[Na+].[Na+]>C1(C)C=CC=CC=1.C(O)C.O.O.C1C=CC([P]([Pd]([P](C2C=CC=CC=2)(C2C=CC=CC=2)C2C=CC=CC=2)([P](C2C=CC=CC=2)(C2C=CC=CC=2)C2C=CC=CC=2)[P](C2C=CC=CC=2)(C2C=CC=CC=2)C2C=CC=CC=2)(C2C=CC=CC=2)C2C=CC=CC=2)=CC=1>[CH2:1]([C:5]1[C:10]([CH3:11])=[N:9][C:8]([Cl:12])=[N:7][C:6]=1[C:14]1[CH:19]=[CH:18][CH:17]=[CH:16][CH:15]=1)[CH2:2][CH2:3][CH3:4] |f:2.3.4,5.6.7,^1:44,46,65,84|. Reported procedure: A mixture of 5-butyl-2,4-dichloro-6-methyl-pyrimidine (711 mg, 3.24 mmol), phenylboronic acid (475 mg, 3.89 mmol), Na2CO3 (1.03 g, 9.73 mmol), and Pd(PPh3)4 (187 mg, 0.162 mmol) in toluene-EtOH—H2O (4 ml-0.5 ml-2 mL) is stirred at relux for 6 hours. After cooling, the reaction mixture is diluted with H2O and extracted with EtOAc. The extract is then washed with brine, dried over Na2SO4, and concentrated. The residue is purified by flash chromatography on silica gel. Elution with 8:1 hexanes-EtOA...